Task: describe an organic reaction: reactants, conditions, products, and yield. Dataset: the Open Reaction Database (ORD), a public repository of structured organic reaction records Reactants: ClC1=C(OCCC(=O)O)C=CC(=C1Cl)C(C(CC)=C)=O (3-[2,3-dichloro-4-(2-methylenebutyryl)phenoxy]propionic acid), C([O-])(O)=O.[Na+] (sodium bicarbonate), O (water). Product: ClC1=C(OCCC(=O)[O-])C=CC(=C1Cl)C(C(CC)=C)=O.[Na+] (Sodium 3-[2,3-Dichloro-4-(2-methylenebutyryl)phenoxy]propionate). As a reaction SMILES: [Cl:1][C:2]1[C:13]([Cl:14])=[C:12]([C:15](=[O:20])[C:16](=[CH2:19])[CH2:17][CH3:18])[CH:11]=[CH:10][C:3]=1[O:4][CH2:5][CH2:6][C:7]([OH:9])=[O:8].O.C(=O)(O)[O-].[Na+:26]>>[Cl:1][C:2]1[C:13]([Cl:14])=[C:12]([C:15](=[O:20])[C:16](=[CH2:19])[CH2:17][CH3:18])[CH:11]=[CH:10][C:3]=1[O:4][CH2:5][CH2:6][C:7]([O-:9])=[O:8].[Na+:26] |f:2.3,4.5|. Reported procedure: 25 mg of 3-[2,3-dichloro-4-(2-methylenebutyryl)phenoxy]propionic acid is dissolved in 3.1 ml of 0.1N sodium bicarbonate and sufficient isotonic buffer to make a final volume of 10 ml. The water from all sources was pyrogen-free. The solution is sterilized by filtration. Starting materials: C1COC(C)(C2=C(C=CC=C2)CC=C)O1 (o-allylacetophenone ethylene ketal), C1=CC=CC=C1C(=O)OO (perbenzoic acid), C(C1=CC=CC=C1)(=O)OOC(C1=CC=CC=C1)=O (benzoylperoxide). Solvent: C(Cl)(Cl)Cl (chloroform). Run at time 8 day. The product is C1OC(C)(OC1)C12C(C=CC=C1)(CC=CCC1=CC=CC=C1)O2 (o-(α,α-ethylenedioxyethyl) benzylallylbenzene oxide). Reaction SMILES: [CH2:1]1[O:15][C:4]([C:6]2[CH:11]=[CH:10][CH:9]=[CH:8][C:7]=2[CH2:12][CH:13]=[CH2:14])([CH3:5])[O:3][CH2:2]1.[CH:16]1[C:21]([C:22](OO)=O)=[CH:20][CH:19]=[CH:18][CH:17]=1.C(OOC(=O)C1C=CC=CC=1)(=[O:33])C1C=CC=CC=1>C(Cl)(Cl)Cl>[CH2:1]1[CH2:2][O:3][C:4]([C:6]23[O:33][C:7]2([CH2:12][CH:13]=[CH:14][CH2:22][C:21]2[CH:16]=[CH:17][CH:18]=[CH:19][CH:20]=2)[CH:8]=[CH:9][CH:10]=[CH:11]3)([CH3:5])[O:15]1. Procedure details: The mixture of 1 g of o-allylacetophenone ethylene ketal, perbenzoic acid prepared from 3.6 g of benzoylperoxide and 100 ml of chloroform was allowed to stand at 5° C for 8 days. The resulting mixture was washed with 10% sodium hydroxide solution, water, Mohr's salt solution, then water, and dried over anhydrous sodium sulfate. The solvent was evaporated to obtain o-(α,α-ethylenedioxyethyl) benzylallylbenzene oxide as pale brownish oily substance.